Dataset: the Open Reaction Database (ORD), a public repository of structured organic reaction records. Task: describe an organic reaction: reactants, conditions, products, and yield Starting materials: NC1=CC=C(C=C1)CC(=O)OCC (ethyl p-aminophenylacetate), CN(P(=O)(N(C)C)N(C)C)C (hexamethylphosphoramide), BrCCCCCCCCCCCCCCCC (1-bromohexadecane), C([O-])([O-])=O.[K+].[K+] (potassium carbonate). Run in O (water). The product is C(CCCCCCCCCCCCCCC)NC1=CC=C(C=C1)CC(=O)OCC (ethyl (4-hexadecylaminophenyl)acetate). RXN SMILES: [NH2:1][C:2]1[CH:7]=[CH:6][C:5]([CH2:8][C:9]([O:11][CH2:12][CH3:13])=[O:10])=[CH:4][CH:3]=1.Br[CH2:15][CH2:16][CH2:17][CH2:18][CH2:19][CH2:20][CH2:21][CH2:22][CH2:23][CH2:24][CH2:25][CH2:26][CH2:27][CH2:28][CH2:29][CH3:30].C(=O)([O-])[O-].[K+].[K+].CN(C)P(N(C)C)(N(C)C)=O>O>[CH2:30]([NH:1][C:2]1[CH:3]=[CH:4][C:5]([CH2:8][C:9]([O:11][CH2:12][CH3:13])=[O:10])=[CH:6][CH:7]=1)[CH2:29][CH2:28][CH2:27][CH2:26][CH2:25][CH2:24][CH2:23][CH2:22][CH2:21][CH2:20][CH2:19][CH2:18][CH2:17][CH2:16][CH3:15] |f:2.3.4|. Procedure: A solution of 8.2 g. of p-aminophenylacetic acid, 150 ml. of absolute ethanol, and 3 ml. of boron trifluoride etherate is heated to reflux for 15 hrs. The solution is concentrated to ca. 50 ml. by distillation of the solvent and then evaporated to dryness in vacuo. The residue is dissolved in ethyl ether, washed with aqueous sodium bicarbonate, dried and evaporated to yield ethyl p-aminophenylacetate. A mixture of 5.0 g. of this amine, 9.4 g. of 1-bromohexadecane, 4.2 g. of anhydrous potassium c...